This data is from the Open Reaction Database (ORD), a public repository of structured organic reaction records. The task is: describe an organic reaction: reactants, conditions, products, and yield Reactants: Cl (hydrochloric acid), COC(CC1CCN(CC1)C(=O)N1C(=N[C@@]([C@@]1(C)C1=CC=C(C=C1)Cl)(C)C1=CC=C(C=C1)Cl)C=1C=NC(=CC1OCC)C(C)(C)C)=O ({1-[(4S,5R)-2-(6-tert-Butyl-4-ethoxy-pyridin-3-yl)-4,5-bis-(4-chloro-phenyl)-4,5-dimethyl-4,5-dihydro-imidazole-1-carbonyl]-piperidin-4-yl}-acetic acid methyl ester), [OH-].[Li+] (lithium hydroxide). Solvent: CO (methanol), O1CCCC1 (tetrahydrofuran), O (water). Reaction conditions: time 3 hour. Product: C(C)(C)(C)C1=CC(=C(C=N1)C=1N([C@]([C@](N1)(C)C1=CC=C(C=C1)Cl)(C)C1=CC=C(C=C1)Cl)C(=O)N1CCC(CC1)CC(=O)O)OCC ({1-[(4S,5R)-2-(6-tert-butyl-4-ethoxy-pyridin-3-yl)-4,5-bis-(4-chloro-phenyl)-4,5-dimethyl-4,5-dihydro-imidazole-1-carbonyl]-piperidin-4-yl}-acetic acid). The yield is 94.9%. RXN SMILES: C[O:2][C:3](=[O:47])[CH2:4][CH:5]1[CH2:10][CH2:9][N:8]([C:11]([N:13]2[C@@:17]([C:19]3[CH:24]=[CH:23][C:22]([Cl:25])=[CH:21][CH:20]=3)([CH3:18])[C@@:16]([C:27]3[CH:32]=[CH:31][C:30]([Cl:33])=[CH:29][CH:28]=3)([CH3:26])[N:15]=[C:14]2[C:34]2[CH:35]=[N:36][C:37]([C:43]([CH3:46])([CH3:45])[CH3:44])=[CH:38][C:39]=2[O:40][CH2:41][CH3:42])=[O:12])[CH2:7][CH2:6]1.[OH-].[Li+].Cl>CO.O1CCCC1.O>[C:43]([C:37]1[N:36]=[CH:35][C:34]([C:14]2[N:13]([C:11]([N:8]3[CH2:7][CH2:6][CH:5]([CH2:4][C:3]([OH:47])=[O:2])[CH2:10][CH2:9]3)=[O:12])[C@@:17]([C:19]3[CH:24]=[CH:23][C:22]([Cl:25])=[CH:21][CH:20]=3)([CH3:18])[C@@:16]([C:27]3[CH:32]=[CH:31][C:30]([Cl:33])=[CH:29][CH:28]=3)([CH3:26])[N:15]=2)=[C:39]([O:40][CH2:41][CH3:42])[CH:38]=1)([CH3:44])([CH3:45])[CH3:46] |f:1.2|. Reported procedure: {1-[(4S,5R)-2-(6-tert-Butyl-4-ethoxy-pyridin-3-yl)-4,5-bis-(4-chloro-phenyl)-4,5-dimethyl-4,5-dihydro-imidazole-1-carbonyl]-piperidin-4-yl}-acetic acid methyl ester (519 mg, 0.763 mmole, example 162) in methanol (4 mL) and tetrahydrofuran (4 mL) was treated with lithium hydroxide (36 mg) in water (4 mL) and allowed to stir at room temp. for 3 h. The mixture was neutralized with 1N hydrochloric acid and extracted with ethyl acetate. The organic extracts were washed with brine, dried over anhydrou... Reactants: CCOC(=O)C(F)(F)CN(Cc1ccccc1)Cc1ccccc1, C1CCOC1, CC(C)C[AlH]CC(C)C. Product: OCC(F)(F)CN(Cc1ccccc1)Cc1ccccc1. Reaction SMILES: [CH2:1]([c:2]1[cH:3][cH:4][cH:5][cH:6][cH:7]1)[N:8]([CH2:9][C:10]([C:11](=[O:12])[O:13][CH2:14][CH3:15])([F:16])[F:17])[CH2:18][c:19]1[cH:20][cH:21][cH:22][cH:23][cH:24]1.[CH2:34]1[O:35][CH2:36][CH2:37][CH2:38]1.[CH3:25][CH:26]([CH2:27][AlH:28][CH2:29][CH:30]([CH3:31])[CH3:32])[CH3:33]>>[CH2:1]([c:2]1[cH:3][cH:4][cH:5][cH:6][cH:7]1)[N:8]([CH2:9][C:10]([CH2:11][OH:12])([F:16])[F:17])[CH2:18][c:19]1[cH:20][cH:21][cH:22][cH:23][cH:24]1. Solvent: CN(C=O)C (N,N-dimethylformamide). Conditions: time 10 minute. Reaction SMILES: [OH:1][C:2]1[CH:10]=[C:9]2[C:5]([CH:6]=[C:7]([C:11]([OH:13])=[O:12])[NH:8]2)=[CH:4][CH:3]=1.C(=O)([O-])[O-].[Li+].[Li+].[CH2:20](Br)[C:21]1[CH:26]=[CH:25][CH:24]=[CH:23][CH:22]=1.Cl>CN(C)C=O>[OH:1][C:2]1[CH:10]=[C:9]2[C:5]([CH:6]=[C:7]([C:11]([O:13][CH2:20][C:21]3[CH:26]=[CH:25][CH:24]=[CH:23][CH:22]=3)=[O:12])[NH:8]2)=[CH:4][CH:3]=1 |f:1.2.3|. Reported procedure: To a solution of 6-hydroxy-1H-indole-2-carboxylic acid (2.66 g) in N,N-dimethylformamide (25.0 mL) was added lithium carbonate (1.22 g), followed by stirring at room temperature for 10 minutes. Benzyl bromide (2.14 mL) was added thereto, followed by stirring at 100° C. for 2 hours. The reaction mixture was lowered to 60° C., and 1 M hydrochloric acid (40.0 mL) was added thereto, followed by leaving to be cooled and extracting with ethyl acetate. The organic layer was washed with a saturated aque... The product is OC1=CC=C2C=C(NC2=C1)C(=O)OCC1=CC=CC=C1 (benzyl 6-hydroxy-1H-indole-2-carboxylate). Reactants: OC1=CC=C2C=C(NC2=C1)C(=O)O (6-hydroxy-1H-indole-2-carboxylic acid), C([O-])([O-])=O.[Li+].[Li+] (lithium carbonate), Cl (hydrochloric acid), C(C1=CC=CC=C1)Br (Benzyl bromide). Reactants: N(=O)OC(C)(C)C (tert-Butyl nitrite), B(F)(F)F.CCOCC (boron trifluoride etherate), brine ice, NC=1C=C(C(=NC1)C)C1=CC=C2C=C(N=CC2=C1)NC(=O)C1CC1 (N-(7-(5-amino-2-methylpyridin-3-yl)isoquinolin-3-yl)cyclopropanecarboxamide), COCCOC (1,2-dimethoxyethane), C(C)(=O)OC(C)=O (acetic anhydride). Solvent: CCCCC (pentane). Run at temperature -15 celsius, time 1 hour. Yields the product C(C)(=O)OC=1C=NC(=C(C1)C1=CC=C2C=C(N=CC2=C1)NC(=O)C1CC1)C (5-(3-(cyclopropanecarboxamido)isoquinolin-7-yl)-6-methylpyridin-3-yl acetate). Reaction SMILES: B(F)(F)F.CCOCC.N[C:11]1[CH:12]=[C:13]([C:18]2[CH:27]=[C:26]3[C:21]([CH:22]=[C:23]([NH:28][C:29]([CH:31]4[CH2:33][CH2:32]4)=[O:30])[N:24]=[CH:25]3)=[CH:20][CH:19]=2)[C:14]([CH3:17])=[N:15][CH:16]=1.COCCOC.N(OC(C)(C)C)=O.[C:47]([O:50]C(=O)C)(=[O:49])[CH3:48]>CCCCC>[C:47]([O:50][C:11]1[CH:16]=[N:15][C:14]([CH3:17])=[C:13]([C:18]2[CH:27]=[C:26]3[C:21]([CH:22]=[C:23]([NH:28][C:29]([CH:31]4[CH2:33][CH2:32]4)=[O:30])[N:24]=[CH:25]3)=[CH:20][CH:19]=2)[CH:12]=1)(=[O:49])[CH3:48] |f:0.1|. Procedure: To a flask containing boron trifluoride etherate (0.100 mL, 0.789 mmol) at −15° C. (brine/ice bath) was added a solution of N-(7-(5-amino-2-methylpyridin-3-yl)isoquinolin-3-yl)cyclopropanecarboxamide (119.1 mg, 0.3741 mmol) in 1,2-dimethoxyethane (1.0 mL, 9.6 mmol). tert-Butyl nitrite (67.0 uL, 0.563 mmol) was then added dropwise and the reaction mixture was stirred at −15° C. for one hour. 3 mL pentane was added and the mixture stirred for 5 minutes. The pentane layer was decanted, and the rema... Reactants: FC1=CC=C2C(=NNC2=C1)[Sn](CCCC)(CCCC)CCCC (6-fluoro-3-(tributylstannyl)-1H-indazole), BrC=1N=C2C(=NC1)NC=C2C(=O)NC(C)(C)C (2-bromo-N-tert-butyl-5H-pyrrolo[2,3-b]pyrazine-7-carboxamide), CN(C)C=O (DMF). Reagents/catalysts: C=1C=CC(=CC1)[P](C=2C=CC=CC2)(C=3C=CC=CC3)[Pd]([P](C=4C=CC=CC4)(C=5C=CC=CC5)C=6C=CC=CC6)([P](C=7C=CC=CC7)(C=8C=CC=CC8)C=9C=CC=CC9)[P](C=1C=CC=CC1)(C=1C=CC=CC1)C=1C=CC=CC1 (tetrakis(triphenylphosphine)palladium(0)), [Cu](I)I (copper iodide). The solvent is O (water). Yields the product C(C)(C)(C)NC(=O)C1=CNC2=NC=C(N=C21)C2=NNC1=CC(=CC=C21)F (N-tert-butyl-2-(6-fluoro-1H-indazol-3-yl)-5H-pyrrolo[2,3-b]pyrazine-7-carboxamide). The yield is 82.0%. As a reaction SMILES: [F:1][C:2]1[CH:10]=[C:9]2[C:5]([C:6]([Sn](CCCC)(CCCC)CCCC)=[N:7][NH:8]2)=[CH:4][CH:3]=1.Br[C:25]1[N:26]=[C:27]2[C:33]([C:34]([NH:36][C:37]([CH3:40])([CH3:39])[CH3:38])=[O:35])=[CH:32][NH:31][C:28]2=[N:29][CH:30]=1.CN(C=O)C>O.C1C=CC([P]([Pd]([P](C2C=CC=CC=2)(C2C=CC=CC=2)C2C=CC=CC=2)([P](C2C=CC=CC=2)(C2C=CC=CC=2)C2C=CC=CC=2)[P](C2C=CC=CC=2)(C2C=CC=CC=2)C2C=CC=CC=2)(C2C=CC=CC=2)C2C=CC=CC=2)=CC=1.[Cu](I)I>[C:37]([NH:36][C:34]([C:33]1[C:27]2[C:28](=[N:29][CH:30]=[C:25]([C:6]3[C:5]4[C:9](=[CH:10][C:2]([F:1])=[CH:3][CH:4]=4)[NH:8][N:7]=3)[N:26]=2)[NH:31][CH:32]=1)=[O:35])([CH3:40])([CH3:38])[CH3:39] |^1:50,52,71,90|. Procedure details: The mixture of 6-fluoro-3-(tributylstannyl)-1H-indazole (500 mg, 1.17 mmol), 2-bromo-N-tert-butyl-5H-pyrrolo[2,3-b]pyrazine-7-carboxamide (258 mg, 0.9 mmol), tetrakis(triphenylphosphine)palladium(0) (20 mg, 0.017 mmol), copper iodide (10 mg 0.052 mmol) in 15 ml, of dry DMF was heated to 90° C. for 2.5 hours under nitrogen atmosphere. The reaction mixture was cooled to room temperature, diluted with 50 mL of water and filtered. The solid was washed with dichloromethane and hot methanol, then filt... Reactants: C(SCC)(OCOC(CCCC(P(=O)(OCC)OCC)P(=O)(OCC)OCC)=O)=O (S-Ethyl O-(5,5-bis(diethylphosphono)pentanoyloxy)methyl carbonothioate), S(=O)(=O)(Cl)Cl (sulfuryl chloride). Run at time 8 hour. Product: C(C)OP(=O)(OCC)C(CCCC(=O)OCOC(=O)Cl)P(=O)(OCC)OCC ((Carbonochloridoyloxy)methyl 5,5-bis(diethylphosphono)pentanoate). Reaction SMILES: [C:1](=[O:30])([O:5][CH2:6][O:7][C:8](=[O:29])[CH2:9][CH2:10][CH2:11][CH:12]([P:21]([O:26][CH2:27][CH3:28])([O:23][CH2:24][CH3:25])=[O:22])[P:13]([O:18][CH2:19][CH3:20])([O:15][CH2:16][CH3:17])=[O:14])SCC.S(Cl)([Cl:34])(=O)=O>>[CH2:16]([O:15][P:13]([CH:12]([P:21]([O:26][CH2:27][CH3:28])([O:23][CH2:24][CH3:25])=[O:22])[CH2:11][CH2:10][CH2:9][C:8]([O:7][CH2:6][O:5][C:1]([Cl:34])=[O:30])=[O:29])([O:18][CH2:19][CH3:20])=[O:14])[CH3:17]. Reported procedure: Compound 56 neat (519.2 mg, 1.054 mmol) was cooled in an ice/water bath and sulfuryl chloride (128 μL, 1.58 mmol) was carefully added. The reaction mixture was allowed to warm to room temperature and was stirred overnight. After removal of the excess sulfuryl chloride in vacuo, the crude acid chloride 57 was used directly in the next step without further purification. 1HNMR (400 MHz, CDCl3): δ 1.35 (t, J=7.0, 12H), 1.86-2.06 (m, 4H), 2.28 (tt, J=23.8, 6.2, 1H), 2.45 (t, J=7.0, 2H), 4.14-4.24 (m,... Reactants: CN1CCN(Cc2ccc(C(=O)O)cc2Br)CC1, O=C([O-])O, Cc1ccc(N)cc1Nc1nccc(-c2cccnc2)n1, Cl, Cl, [Na+], O, c1ccncc1. Yields the product Cc1ccc(NC(=O)c2ccc(CN3CCN(C)CC3)c(Br)c2)cc1Nc1nccc(-c2cccnc2)n1. As a reaction SMILES: [Br:24][c:25]1[cH:26][c:27]([C:28](=[O:29])[OH:30])[cH:31][cH:32][c:33]1[CH2:34][N:35]1[CH2:36][CH2:37][N:38]([CH3:41])[CH2:39][CH2:40]1.[C:43](=[O:44])([O-:45])[OH:46].[CH3:1][c:2]1[c:3]([NH:9][c:10]2[n:11][cH:12][cH:13][c:14](-[c:16]3[cH:17][n:18][cH:19][cH:20][cH:21]3)[n:15]2)[cH:4][c:5]([NH2:6])[cH:7][cH:8]1.[ClH:22].[ClH:23].[Na+:47].[OH2:42].[cH:48]1[cH:49][cH:50][n:51][cH:52][cH:53]1>>[CH3:1][c:2]1[c:3]([NH:9][c:10]2[n:11][cH:12][cH:13][c:14](-[c:16]3[cH:17][n:18][cH:19][cH:20][cH:21]3)[n:15]2)[cH:4][c:5]([NH:6][C:28]([c:27]2[cH:26][c:25]([Br:24])[c:33]([CH2:34][N:35]3[CH2:36][CH2:37][N:38]([CH3:41])[CH2:39][CH2:40]3)[cH:32][cH:31]2)=[O:29])[cH:7][cH:8]1. Reactants: C(C)(C)(C)C1=NNC(=C1)C(=O)NN (3-tert-butyl-1H-pyrazole-5-carbohydrazide), C(=O)C1=CC=C(O1)C1=CC(=C(C#N)C=C1)C(F)(F)F.C(C)O (ethanol 4-(5-formylfuran-2-yl)-2-(trifluoromethyl)benzonitrile). Conditions: time 36 hour. Product: C(C)(C)(C)C1=NNC(=C1)C(=O)/N=N/CC1=CC=C(O1)C1=CC(=C(C#N)C=C1)C(F)(F)F ((E)-4-(5-(((3-tert-butyl-1H-pyrazole-5-carbonyl)diazenyl)methyl)furan-2-yl)-2-(trifluoromethyl)benzonitrile). RXN SMILES: [C:1]([C:5]1[CH:9]=[C:8]([C:10]([NH:12][NH2:13])=[O:11])[NH:7][N:6]=1)([CH3:4])([CH3:3])[CH3:2].[CH:14]([C:16]1[O:20][C:19]([C:21]2[CH:28]=[CH:27][C:24]([C:25]#[N:26])=[C:23]([C:29]([F:32])([F:31])[F:30])[CH:22]=2)=[CH:18][CH:17]=1)=O.C(O)C>>[C:1]([C:5]1[CH:9]=[C:8]([C:10](/[N:12]=[N:13]/[CH2:14][C:16]2[O:20][C:19]([C:21]3[CH:28]=[CH:27][C:24]([C:25]#[N:26])=[C:23]([C:29]([F:32])([F:30])[F:31])[CH:22]=3)=[CH:18][CH:17]=2)=[O:11])[NH:7][N:6]=1)([CH3:4])([CH3:2])[CH3:3] |f:1.2|. Procedure details: To the solution of 3-tert-butyl-1H-pyrazole-5-carbohydrazide (0.076 g, 0.41 mmol) in 10 ml of ethanol 4-(5-formylfuran-2-yl)-2-(trifluoromethyl)benzonitrile (0.10 g, 0.37 mmol) was added and the mixture was stirred at RT for 36 h. The solvent was evaporated and the residue purified with Combiflash using DCM/-methanol as eluent system affording fractions containing the title compound. After treatment of these fractions with DCM the product precipitated out producing 0.048 g of title compound. 1H-... Reactants: C1(=CC=CC=C1)S(=O)(=O)C1=C(C=CC=C1)N (2-aminophenyl phenyl sulfone), C(C)N(C(C)C)C(C)C (N-ethyldiisopropylamine), FC(C=1C=C(C=C(C1)C(F)(F)F)C(C(=O)Cl)(C)C)(F)F (2-(3,5-bis-trifluoromethyl-phenyl)-2-methyl-propionyl chloride). The solvent is ClCCl (dichloromethane), ClCCl (dichloromethane). Run at time 8 hour. Yields the product C1(=CC=CC=C1)S(=O)(=O)C1=C(C=CC=C1)NC(C(C)(C)C1=CC(=CC(=C1)C(F)(F)F)C(F)(F)F)=O (N-(2-Benzenesulfonyl-phenyl)-2-(3,5-bis-trifluoromethyl-phenyl)-isobutyramide). The yield is 95.1%. Reaction SMILES: [C:1]1([S:7]([C:10]2[CH:15]=[CH:14][CH:13]=[CH:12][C:11]=2[NH2:16])(=[O:9])=[O:8])[CH:6]=[CH:5][CH:4]=[CH:3][CH:2]=1.C(N(C(C)C)C(C)C)C.[F:26][C:27]([F:45])([F:44])[C:28]1[CH:29]=[C:30]([C:38]([CH3:43])([CH3:42])[C:39](Cl)=[O:40])[CH:31]=[C:32]([C:34]([F:37])([F:36])[F:35])[CH:33]=1>ClCCl>[C:1]1([S:7]([C:10]2[CH:15]=[CH:14][CH:13]=[CH:12][C:11]=2[NH:16][C:39](=[O:40])[C:38]([C:30]2[CH:29]=[C:28]([C:27]([F:26])([F:44])[F:45])[CH:33]=[C:32]([C:34]([F:35])([F:36])[F:37])[CH:31]=2)([CH3:43])[CH3:42])(=[O:9])=[O:8])[CH:2]=[CH:3][CH:4]=[CH:5][CH:6]=1. Procedure details: A solution of 233 mg (1.0 mmol) 2-aminophenyl phenyl sulfone and 0.25 ml (1.5 mmol) N-ethyldiisopropylamine in 2 ml dichloromethane was cooled in an ice bath and a solution of 350 mg (1.1 mmol) 2-(3,5-bis-trifluoromethyl-phenyl)-2-methyl-propionyl chloride in 1 ml dichloromethane was added dropwise. The reaction mixture was stirred at room temperature overnight, evaporated and the residue was purified by flash chromatography to give 490 mg (95%) of the title compound as a pale yellow oil.